From a dataset of the Open Reaction Database (ORD), a public repository of structured organic reaction records. describe an organic reaction: reactants, conditions, products, and yield Reactants: [Br-], CC(=O)c1ccccc1, C=Cc1cccc([Mg+])c1. Yields the product C=Cc1cccc(C(C)(O)c2ccccc2)c1. RXN SMILES: [Br-:10].[CH3:1][C:2](=[O:3])[c:4]1[cH:5][cH:6][cH:7][cH:8][cH:9]1.[CH:11](=[CH2:12])[c:13]1[cH:14][c:15]([Mg+:19])[cH:16][cH:17][cH:18]1>>[CH3:1][C:2]([OH:3])([c:4]1[cH:5][cH:6][cH:7][cH:8][cH:9]1)[c:15]1[cH:14][c:13]([CH:11]=[CH2:12])[cH:18][cH:17][cH:16]1. Starting materials: C(C)(=O)C1OC(=CCC1)C (2-acetyl-6-methyl-2,3-dihydropyran), C(CCC)(=O)NN (n-butyric acid hydrazide), C(C)O (ethanol). Run in O (water). Yields the product CC1=CCCC(O1)C(C)=NNC(CCC)=O (butyric acid [1-(6-methyl-2,3-dihydro-2-pyranyl)ethylidene]hydrazide). Isolated yield 11.6%. Reaction SMILES: [C:1]([CH:4]1[CH2:9][CH2:8][CH:7]=[C:6]([CH3:10])[O:5]1)(=O)[CH3:2].[C:11]([NH:16][NH2:17])(=[O:15])[CH2:12][CH2:13][CH3:14].C(O)C>O>[CH3:10][C:6]1[O:5][CH:4]([C:1](=[N:17][NH:16][C:11](=[O:15])[CH2:12][CH2:13][CH3:14])[CH3:2])[CH2:9][CH2:8][CH:7]=1. Procedure: A mixture of 5.0 gm (0.0356 mole) of 2-acetyl-6-methyl-2,3-dihydropyran, 3.64 gm (0.0356 mole) of n-butyric acid hydrazide and 100 ml of ethanol is refluxed 24 hr. The mixture is diluted with water to the cloud point and chilled. The product is collected, washed with water and dried to give 0.93 gm (12%) of the title compound having a melting point of 72.8° C. Starting materials: C([O-])([O-])=O.[K+].[K+] (potassium carbonate), CN(C1CCCNC2=C1C=CC=C2)C (5-dimethylamino-2,3,4,5-tetrahydro-1H-benzazepine), [N+](=O)([O-])C1=CC=C(C(=O)Cl)C=C1 (p-nitrobenzoyl chloride). The solvent is CC(=O)C (acetone), O (water), O (water). Product: CN(C1CCCN(C2=C1C=CC=C2)C(C2=CC=C(C=C2)[N+](=O)[O-])=O)C (5-dimethylamino-1-(4-nitrobenzoyl)-2,3,4,5-tetrahydro-1H-benzazepine). Isolated yield 97.1%. As a reaction SMILES: [CH3:1][N:2]([CH3:14])[CH:3]1[C:9]2[CH:10]=[CH:11][CH:12]=[CH:13][C:8]=2[NH:7][CH2:6][CH2:5][CH2:4]1.C(=O)([O-])[O-].[K+].[K+].[N+:21]([C:24]1[CH:32]=[CH:31][C:27]([C:28](Cl)=[O:29])=[CH:26][CH:25]=1)([O-:23])=[O:22]>CC(C)=O.O>[CH3:1][N:2]([CH3:14])[CH:3]1[C:9]2[CH:10]=[CH:11][CH:12]=[CH:13][C:8]=2[N:7]([C:28](=[O:29])[C:27]2[CH:26]=[CH:25][C:24]([N+:21]([O-:23])=[O:22])=[CH:32][CH:31]=2)[CH2:6][CH2:5][CH2:4]1 |f:1.2.3|. Procedure: To a solution of 5-dimethylamino-2,3,4,5-tetrahydro-1H-benzazepine (50 g) in a mixture of acetone (400 ml) and water (200 ml) is added potassium carbonate (38.8 g), and thereto is added p-nitrobenzoyl chloride (40 g) with stirring under ice-cooling, and the mixture is stirred at room temperature overnight. To the reaction mixture is added an appropriate amount of water, and the precipitated crystals are collected by filtration and dried to give 5-dimethylamino-1-(4-nitrobenzoyl)-2,3,4,5-tetrahyd... Starting materials: C(C)OC(=O)C=1C(=NC2=CC=C(C=C2C1C1=CC=C(C=C1)C)Br)N (6-bromo-4-p-tolyl-aminoquinoline-3-carboxylic acid ethyl ester), [B-](F)(F)(F)F.CC(C)(C)[PH+](C(C)(C)C)C(C)(C)C ([(t-Bu)3PH]BF4), Mo(CO)6, CN (methylamine), C1CCOC1 (THF), C1CCC2=NCCCN2CC1 (DBU), Teflon. Product: CNC(=O)C=1C=C2C(=C(C=NC2=CC1)C(=O)OCC)NC1=CC=C(C=C1)C (ethyl 6-(methylcarbamoyl)-4-[(4-methylphenyl)amino]-quinoline-3-carboxylate). RXN SMILES: [CH2:1]([O:3][C:4]([C:6]1[C:7](N)=[N:8][C:9]2[C:14]([C:15]=1C1C=CC(C)=CC=1)=[CH:13][C:12](Br)=[CH:11][CH:10]=2)=[O:5])[CH3:2].[B-](F)(F)(F)F.[CH3:30]C([PH+](C(C)(C)C)C(C)(C)C)(C)C.[CH3:43][NH2:44].[CH2:45]1[CH2:55][CH2:54][N:53]2[C:48](=NCCC2)[CH2:47][CH2:46]1.C1C[O:59][CH2:58]C1>CC1C(P(C2C([CH2-])=CC=CC=2)C2C(C)=CC=CC=2)=CC=CC=1.CC1C(P(C2C([CH2-])=CC=CC=2)C2C(C)=CC=CC=2)=CC=CC=1.CC(O)=O.CC(O)=O.[Pd].[Pd]>[CH3:43][NH:44][C:58]([C:12]1[CH:13]=[C:14]2[C:9](=[CH:10][CH:11]=1)[N:8]=[CH:7][C:6]([C:4]([O:3][CH2:1][CH3:2])=[O:5])=[C:15]2[NH:53][C:48]1[CH:47]=[CH:46][C:45]([CH3:30])=[CH:55][CH:54]=1)=[O:59] |f:1.2,6.7.8.9.10.11|. Procedure: A 2-mL microwave vial was charged with 6-bromo-4-p-tolyl-aminoquinoline-3-carboxylic acid ethyl ester (0.100 mmol), Herrmann's palladacycle (trans-di(μ-acetato)-bis[o-(di-o-tolylphosphino)benzyl]dipalladium(II), 4.7 mg, 0.0050 mmol), [(t-Bu)3PH]BF4 (5.9 mg, 0.020 mmol), Mo(CO)6 (52.8 mg, 0.20 mmol), 1.5 equiv. of methylamine (2 M in THF) and dry THF (1.0 mL). Finally, DBU (1,8-Diazabicyclo[5.4.0]undec-7-ene, 0.045 μL, 0.30 mmol) was added and the vial was immediately capped with a Teflon septum ... The reagents and catalysts are CC1=CC=CC=C1P(C2=CC=CC=C2C)C3=CC=CC=C3[CH2-].CC1=CC=CC=C1P(C2=CC=CC=C2C)C3=CC=CC=C3[CH2-].CC(=O)O.CC(=O)O.[Pd].[Pd] (Herrmann's palladacycle). Reactants: CC(C)(C)O, C1CCOC1, CCCCC#CCCO, [Li], N. Product: CCCCC=CCCO. As a reaction SMILES: [C:10]([OH:11])([CH3:12])([CH3:13])[CH3:14].[CH2:17]1[O:18][CH2:19][CH2:20][CH2:21]1.[CH2:1]([CH2:2][C:3]#[C:4][CH2:5][CH2:6][CH2:7][CH3:8])[OH:9].[Li:16].[NH3:15]>>[CH2:1]([CH2:2][CH:3]=[CH:4][CH2:5][CH2:6][CH2:7][CH3:8])[OH:9]. Starting materials: C(C1=CC=CC=C1)(=O)O[C@H]1CC(=O)OC1 ((S)-β-Benzoyloxy-γ-butyrolactone), [H-].C(C)(C)[Al+]C(C)C (diisopropyl aluminiumhydride). Run in C1(=CC=CC=C1)C (toluene), C1CCOC1 (THF). Run at temperature -78 celsius. The product is C(C1=CC=CC=C1)(=O)O[C@@H](CC=O)CO (3-O-benzoyl-2-deoxy-threose). Yield: 73.7%. As a reaction SMILES: [C:1]([O:9][C@@H:10]1[CH2:15][O:14][C:12](=[O:13])[CH2:11]1)(=[O:8])[C:2]1[CH:7]=[CH:6][CH:5]=[CH:4][CH:3]=1.[H-].C([Al+]C(C)C)(C)C>C1COCC1.C1(C)C=CC=CC=1>[C:1]([O:9][C@H:10]([CH2:15][OH:14])[CH2:11][CH:12]=[O:13])(=[O:8])[C:2]1[CH:7]=[CH:6][CH:5]=[CH:4][CH:3]=1 |f:1.2|. Procedure: To a solution of 101 (0.780 g, 3.8 mmol) in 13 mL dry THF was slowly dropwise added 1.0 M diisopropyl aluminiumhydride (4.7 mL, 4.7 mmol) in toluene at −78° C. The reaction mixture was stirred at −78° C., and as soon as the starting material was completely consumed (TLC, 2 hours), methanol (2 mL) was slowly added in order to quench the reaction. The cooling bath was removed, 15 mL of a saturated aqeous sodium potassium tartrate solution and 25 mL of EtOAc were added and the mixture stirred vigor... Starting materials: COC=1C=C(C=CC1)CCN (2-(3-methoxyphenyl)ethylamine), [N+](=O)(O)[O-] (nitric acid), O (Water), [OH-].[Na+] (sodium hydroxide). The solvent is C(Cl)(Cl)Cl (chloroform), S(O)(O)(=O)=O (sulfuric acid). Run at time 3 hour. Product: COC=1C=CC(=C(C1)CCN)[N+](=O)[O-] (2-(5-methoxy-2-nitrophenyl)ethylamine). Yield: 21.0%. RXN SMILES: [CH3:1][O:2][C:3]1[CH:4]=[C:5]([CH2:9][CH2:10][NH2:11])[CH:6]=[CH:7][CH:8]=1.O.[OH-].[Na+].[N+:15]([O-])([OH:17])=[O:16]>C(Cl)(Cl)Cl.S(=O)(=O)(O)O>[CH3:1][O:2][C:3]1[CH:8]=[CH:7][C:6]([N+:15]([O-:17])=[O:16])=[C:5]([CH2:9][CH2:10][NH2:11])[CH:4]=1 |f:2.3|. Procedure: To a solution of 2-(3-methoxyphenyl)ethylamine (1.51 g) in chloroform (30 ml), fuming nitric acid (specific gravity=1.52; 0.84 ml) and sulfuric acid (1.07 ml) were successively added dropwise under ice cooling and stirred under ice cooling for 3 h. Water and 2 N aqueous sodium hydroxide solution were added to the reaction mixture, which was extracted with ethyl acetate. The organic layer was washed with a saturated aqueous sodium chloride solution, dried with anhydrous sodium sulfate and concent... The reactants are O1C(=NC2=C1C=CC=C2)N(C)CCOC2=CC=C(C=C2)CC(C(=O)OC)=[N+]=[N-] (methyl 3-[4-[2-[N-(2-benzoxazolyl)-N-methylamino]ethoxy]phenyl]-2-diazopropanoate), C(C)O (ethanol). Reagents/catalysts: CC(=O)O.CC(=O)O.CC(=O)O.CC(=O)O.[Rh].[Rh] (Rhodium (II) acetate dimer). Run in C1=CC=CC=C1 (benzene). Reaction conditions: time 15 minute. Yields the product O1C(=NC2=C1C=CC=C2)N(C)CCOC2=CC=C(C=C2)CC(C(=O)OC)OCC (Methyl 3-[4-[2-[N-(2-benzoxazolyl)-N-methylamino]ethoxy]phenyl]-2-ethoxypropanoate). RXN SMILES: [O:1]1[C:5]2[CH:6]=[CH:7][CH:8]=[CH:9][C:4]=2[N:3]=[C:2]1[N:10]([CH2:12][CH2:13][O:14][C:15]1[CH:20]=[CH:19][C:18]([CH2:21][C:22](=[N+]=[N-])[C:23]([O:25][CH3:26])=[O:24])=[CH:17][CH:16]=1)[CH3:11].[CH2:29]([OH:31])[CH3:30]>CC(O)=O.CC(O)=O.CC(O)=O.CC(O)=O.[Rh].[Rh].C1C=CC=CC=1>[O:1]1[C:5]2[CH:6]=[CH:7][CH:8]=[CH:9][C:4]=2[N:3]=[C:2]1[N:10]([CH2:12][CH2:13][O:14][C:15]1[CH:16]=[CH:17][C:18]([CH2:21][CH:22]([O:31][CH2:29][CH3:30])[C:23]([O:25][CH3:26])=[O:24])=[CH:19][CH:20]=1)[CH3:11] |f:2.3.4.5.6.7|. Procedure: Rhodium (II) acetate dimer (33 mg) was added to a mixture of methyl 3-[4-[2-[N-(2-benzoxazolyl)-N-methylamino]ethoxy]phenyl]-2-diazopropanoate (2.80 g), ethanol (2.16 mL) and benzene (50 mL). The mixture was stirred at room temperature under a nitrogen atmosphere for 15 minutes, heated at reflux for a further 15 minutes, then cooled and evaporated in vacuo. The residue was chromatographed on silica gel using 1.5% methanol in dichloromethane as eluent to afford the title compound as a gum. Reactants: BrC=1C=C(C=CC1)NC1=NC=NC2=CC=C(C=C12)N (N-(3-bromophenyl)-4,6-quinazolindiamine), C(C)(C)N(CC)C(C)C (diisopropylethylamine), C(C(=O)Cl)(=O)Cl (oxalyl chloride), BrC/C=C/C(=O)O (4-bromo crotonic acid). Reagents/catalysts: CN(C=O)C (N,N-dimethylformamide). Run in O1CCCC1 (tetrahydrofuran), O1CCCC1 (tetrahydrofuran), ClCCl (dichloromethane), O (water), C(C)(=O)OCC (ethyl acetate). Run at time 0.5 hour. Yields the product BrC=1C=C(C=CC1)NC1=NC=NC2=CC=C(C=C12)NC(C=CCBr)=O (4-Bromo-but-2-enoic acid [4-(3-bromo-phenylamino)-quinazolin-6-yl]-amide). Isolated yield 84.7%. As a reaction SMILES: C(Cl)(=O)C(Cl)=O.[Br:7][CH2:8]/[CH:9]=[CH:10]/[C:11]([OH:13])=O.[Br:14][C:15]1[CH:16]=[C:17]([NH:21][C:22]2[C:31]3[C:26](=[CH:27][CH:28]=[C:29]([NH2:32])[CH:30]=3)[N:25]=[CH:24][N:23]=2)[CH:18]=[CH:19][CH:20]=1.C(N(C(C)C)CC)(C)C>ClCCl.CN(C)C=O.O1CCCC1.O.C(OCC)(=O)C>[Br:14][C:15]1[CH:16]=[C:17]([NH:21][C:22]2[C:31]3[C:26](=[CH:27][CH:28]=[C:29]([NH:32][C:11](=[O:13])[CH:10]=[CH:9][CH2:8][Br:7])[CH:30]=3)[N:25]=[CH:24][N:23]=2)[CH:18]=[CH:19][CH:20]=1. Reported procedure: A 2.88 mL (4.19 g; 0.033 mole) portion of oxalyl chloride was added to 2.47 g (0.015 moles) of 4-bromo crotonic acid suspended in 25 mL of dichloromethane. To this was added 3 drops of N,N-dimethylformamide. After stirring for about 1 ½ hours, the solvents were removed in vacuo, and the residual oil was dissolved in 20 mL of tetrahydrofuran. This solution was cooled in an ice bath, and a solution of 4.72 g (0.015 moles) of N-(3-bromophenyl)-4,6-quinazolindiamine in 50 mL of tetrahydrofuran was a... Reported procedure: The title compound is prepared from a mixture of (R)-6-fluoro-3-(3-oxiranylmethoxy-phenyl)-benzo[d]isoxazole in dichloroethane and and 2-piperazin-1-yl-pyrimidine, essentially as described above in Example 57. Purity by LC/MS=100%, [M+H]+=450. Reaction SMILES: [F:1][C:2]1[CH:21]=[CH:20][C:5]2[C:6]([C:9]3[CH:14]=[CH:13][CH:12]=[C:11]([O:15][CH2:16][C@H:17]4[CH2:19][O:18]4)[CH:10]=3)=[N:7][O:8][C:4]=2[CH:3]=1.[N:22]1([C:28]2[N:33]=[CH:32][CH:31]=[CH:30][N:29]=2)[CH2:27][CH2:26][NH:25][CH2:24][CH2:23]1>ClC(Cl)C>[F:1][C:2]1[CH:21]=[CH:20][C:5]2[C:6]([C:9]3[CH:10]=[C:11]([CH:12]=[CH:13][CH:14]=3)[O:15][CH2:16][C@H:17]([OH:18])[CH2:19][N:25]3[CH2:26][CH2:27][N:22]([C:28]4[N:29]=[CH:30][CH:31]=[CH:32][N:33]=4)[CH2:23][CH2:24]3)=[N:7][O:8][C:4]=2[CH:3]=1. Solvent: ClC(C)Cl (dichloroethane). Product: FC1=CC2=C(C(=NO2)C=2C=C(OC[C@@H](CN3CCN(CC3)C3=NC=CC=N3)O)C=CC2)C=C1 ((R)-1-[3-(6-fluoro-benzo[d]isoxazol-3-yl)-phenoxy]-3-(4-pyrimidin-2-yl-piperazin-1-yl)-propan-2-ol). Starting materials: FC1=CC2=C(C(=NO2)C2=CC(=CC=C2)OC[C@@H]2OC2)C=C1 ((R)-6-fluoro-3-(3-oxiranylmethoxy-phenyl)-benzo[d]isoxazole), N1(CCNCC1)C1=NC=CC=N1 (2-piperazin-1-yl-pyrimidine).